Dataset: the Open Reaction Database (ORD), a public repository of structured organic reaction records. Task: describe an organic reaction: reactants, conditions, products, and yield The reactants are N\C(=C\1/C(C2=C(S1)C=CC=C2)=O)\C2=CC=CC=C2 ((E)-2-[(amino)phenylmethylene]-benzo[b]thiophen-3(2H)-one), BrN1C(CCC1=O)=O (N-bromo-succinimide). Run in CO (methanol), O (water). Reaction conditions: time 15 hour. The product is N\C(=C\1/C(C2=C(S1=O)C=CC=C2)=O)\C2=CC=CC=C2 ((E)-2-[(Amino)phenylmethylene]-benzo[b]thiophen-3(2H)-one-1-oxide). Reaction SMILES: [NH2:1]/[C:2](/[C:13]1[CH:18]=[CH:17][CH:16]=[CH:15][CH:14]=1)=[C:3]1\[C:4](=[O:12])[C:5]2[CH:11]=[CH:10][CH:9]=[CH:8][C:6]=2[S:7]\1.BrN1C(=[O:25])CCC1=O>CO.O>[NH2:1]/[C:2](/[C:13]1[CH:18]=[CH:17][CH:16]=[CH:15][CH:14]=1)=[C:3]1\[C:4](=[O:12])[C:5]2[CH:11]=[CH:10][CH:9]=[CH:8][C:6]=2[S:7]\1=[O:25]. Reported procedure: 1.18 gm (4.66 mmols) of (E)-2-[(amino)phenylmethylene]-benzo[b]thiophen-3(2H)-one were dissolved in 50 ml of methanol and mixed with 0.9 gm (4.94 mmols) of N-bromo-succinimide. The mixture was stirred at room temperature for 15 hours, diluted with 500 ml of hot water (60° C.), and decanted off the residue which crystallized. After recrystallization from ethanol, 0.83 gm (66% of theory) of pale yellow crystals were obtained, m.p. 245°-247° C. (decomposition). The reactants are ClC=1SC(=CN1)C=NC1=NC=CC=C1C1=CC=CC=C1 (N-[(2-chloro-5-thiazolyl)methylene]-3-phenyl-2-pyridinamine), ClC=1SC(=CN1)C=NC1=NC=CC=C1C1=CC=CC=C1 (N-[(2-chloro-5-thiazolyl)methylene]-3-phenyl-2-pyridinamine), [BH4-].[Na+] (sodium borohydride). Solvent: CO (methanol). Conditions: time 5 minute. The product is ClC=1SC(=CN1)CNC1=NC=CC=C1C1=CC=CC=C1 (N-[(2-chloro-5-thiazolyl)methyl]-3-phenyl-2-pyridinamine). As a reaction SMILES: [Cl:1][C:2]1[S:3][C:4]([CH:7]=[N:8][C:9]2[C:14]([C:15]3[CH:20]=[CH:19][CH:18]=[CH:17][CH:16]=3)=[CH:13][CH:12]=[CH:11][N:10]=2)=[CH:5][N:6]=1.[BH4-].[Na+]>CO>[Cl:1][C:2]1[S:3][C:4]([CH2:7][NH:8][C:9]2[C:14]([C:15]3[CH:20]=[CH:19][CH:18]=[CH:17][CH:16]=3)=[CH:13][CH:12]=[CH:11][N:10]=2)=[CH:5][N:6]=1 |f:1.2|. Procedure: N-[(2-chloro-5-thiazolyl)methylene]-3-phenyl-2-pyridinamine (i.e. the product of Step B) was added portionwise to a stiffed excess of sodium borohydride (0.379 g, 100 mmol) in methanol (8 mL). After addition was complete, the reaction mixture was allowed to stir for 5 min at ambient temperature. The excess reducing agent was quenched by adding glacial acetic acid until gas evolution ceased. Water (20 mL) was added, and the reaction mixture was concentrated to remove methanol. The resulting aqueo... The reactants are CNC (dimethylamine), C(#N)C1=C(C=CC=C1)CCCCC1=C(OCC2OC2)C=CC=C1 (2-{2-[4-(2-cyanophenyl)butyl]phenoxymethyl}oxirane). Solvent: O1CCCC1 (tetrahydrofuran). Product: C(#N)C1=C(C=CC=C1)CCCCC1=C(OCC(CN(C)C)O)C=CC=C1 (1-{2-[4-(2-Cyanophenyl)butyl]phenoxy}-3-dimethylamino-2-propanol). Isolated yield 73.0%. RXN SMILES: [CH3:1][NH:2][CH3:3].[C:4]([C:6]1[CH:11]=[CH:10][CH:9]=[CH:8][C:7]=1[CH2:12][CH2:13][CH2:14][CH2:15][C:16]1[CH:26]=[CH:25][CH:24]=[CH:23][C:17]=1[O:18][CH2:19][CH:20]1[CH2:22][O:21]1)#[N:5]>O1CCCC1>[C:4]([C:6]1[CH:11]=[CH:10][CH:9]=[CH:8][C:7]=1[CH2:12][CH2:13][CH2:14][CH2:15][C:16]1[CH:26]=[CH:25][CH:24]=[CH:23][C:17]=1[O:18][CH2:19][CH:20]([OH:21])[CH2:22][N:2]([CH3:3])[CH3:1])#[N:5]. Procedure: 2 ml of 50% by volume aqueous dimethylamine were added to a solution of 319 mg of 2-{2-[4-(2-cyanophenyl)butyl]phenoxymethyl}oxirane [prepared as described in step (a) above] in 10 ml of tetrahydrofuran, and the resulting mixture was reacted and worked-up in a similar manner to that described in Example 1(b). The resulting crude product was then purified by column chromatography through silica gel, using a 10:1 by volume mixture of methylene chloride and methanol as the eluent, to give 267 mg (y... As a reaction SMILES: [O:1]1[C:5]2[CH:6]=[CH:7][CH:8]=[CH:9][C:4]=2[NH:3][C:2]1=[O:10].N1C=CN=[CH:12]1.[C:16]([Si:20](Cl)([C:27]1[CH:32]=[CH:31][CH:30]=[CH:29][CH:28]=1)[C:21]1[CH:26]=[CH:25][CH:24]=[CH:23][CH:22]=1)([CH3:19])([CH3:18])[CH3:17].[OH2:34]>CN(C=O)C.CCOCC.C(Cl)Cl>[Si:20]([O:34][CH2:12][C:7]1[CH:8]=[CH:9][C:4]2[NH:3][C:2](=[O:10])[O:1][C:5]=2[CH:6]=1)([C:16]([CH3:19])([CH3:18])[CH3:17])([C:27]1[CH:32]=[CH:31][CH:30]=[CH:29][CH:28]=1)[C:21]1[CH:26]=[CH:25][CH:24]=[CH:23][CH:22]=1. Procedure details: To a solution of 6-hydroxymethyl)-1,3-benzoxazol-2(3H)-one (Intermediate 77, 330 mg, 2.0 mmol) in DMF (10 mL) was added imidazole (203 mg, 2.98 mmol) and the reaction was cooled to 0° C. before tert-butylchlorodiphenylsilane (0.52 mL, 2.0 mmol) was added dropwise. Upon addition, the reaction was allowed to warm up to room temperature and stirring was maintained for 16 hours. Water and CH2Cl2 (40 mL each) were added to the reaction mixture and the phases were separated. The aqueous phase was extr... The solvent is CCOCC (Et2O), C(Cl)Cl (CH2Cl2), CN(C)C=O (DMF). Reactants: C(C)(C)(C)[Si](C1=CC=CC=C1)(C1=CC=CC=C1)Cl (tert-butylchlorodiphenylsilane), O (Water), O1C(NC2=C1C=CC=C2)=O (1,3-benzoxazol-2(3H)-one), O1C(NC2=C1C=CC=C2)=O (1,3-benzoxazol-2(3H)-one), N1C=NC=C1 (imidazole). Product: [Si](C1=CC=CC=C1)(C1=CC=CC=C1)(C(C)(C)C)OCC1=CC2=C(NC(O2)=O)C=C1 (6-({[tert-butyl(diphenyl)silyl]oxy}methyl)-1,3-benzoxazol-2(3H)-one). Yield: 54.0%. Starting materials: CC(C)(C)C(=O)Cl, Nc1cccc(-c2cccc3cc(C(=O)NC4CN5CCC4CC5)oc23)c1. The product is Cl, CC(C)(C)C(=O)Nc1cccc(-c2cccc3cc(C(=O)NC4CN5CCC4CC5)oc23)c1. As a reaction SMILES: [C:28]([C:29]([CH3:30])([CH3:31])[CH3:32])(=[O:33])[Cl:34].[NH2:1][c:2]1[cH:3][c:4](-[c:8]2[cH:9][cH:10][cH:11][c:12]3[cH:13][c:14]([C:17](=[O:18])[NH:19][CH:20]4[CH2:21][N:22]5[CH2:23][CH2:24][CH:25]4[CH2:26][CH2:27]5)[o:15][c:16]23)[cH:5][cH:6][cH:7]1>>[ClH:34].[NH:1]([c:2]1[cH:3][c:4](-[c:8]2[cH:9][cH:10][cH:11][c:12]3[cH:13][c:14]([C:17](=[O:18])[NH:19][CH:20]4[CH2:21][N:22]5[CH2:23][CH2:24][CH:25]4[CH2:26][CH2:27]5)[o:15][c:16]23)[cH:5][cH:6][cH:7]1)[C:28]([C:29]([CH3:30])([CH3:31])[CH3:32])=[O:33]. Starting materials: Cc1cc(C(C)(C)C)nc(C(C)(C)C)c1, CSc1ccc(C(=O)Nc2c(Cl)cncc2Cl)cc1OC1CCCC1, ClCCl, F[Xe]F. Yields the product O=C(Nc1c(Cl)cncc1Cl)c1ccc(SCF)c(OC2CCCC2)c1. Reaction SMILES: [C:26]([c:27]1[cH:28][c:29]([CH3:30])[cH:31][c:32]([C:33]([CH3:34])([CH3:35])[CH3:36])[n:37]1)([CH3:38])([CH3:39])[CH3:40].[Cl:1][c:2]1[cH:3][n:4][cH:5][c:6]([Cl:25])[c:7]1[NH:8][C:9]([c:10]1[cH:11][c:12]([O:18][CH:19]2[CH2:20][CH2:21][CH2:22][CH2:23]2)[c:13]([S:16][CH3:17])[cH:14][cH:15]1)=[O:24].[Cl:44][CH2:45][Cl:46].[Xe:41]([F:42])[F:43]>>[Cl:1][c:2]1[cH:3][n:4][cH:5][c:6]([Cl:25])[c:7]1[NH:8][C:9]([c:10]1[cH:11][c:12]([O:18][CH:19]2[CH2:20][CH2:21][CH2:22][CH2:23]2)[c:13]([S:16][CH2:17][F:42])[cH:14][cH:15]1)=[O:24].